From a dataset of the Open Reaction Database (ORD), a public repository of structured organic reaction records. describe an organic reaction: reactants, conditions, products, and yield Reactants: [N+](=O)([O-])C=1C=C(C(=O)NC2=C(C(=CC=C2)C)C)C=CC1 (3-nitro-N-(2,3-dimethylphenyl)benzamide), [H][H] (Hydrogen). The reagents and catalysts are [Pd] (Pd/C). The solvent is CO (methanol), O1CCCC1 (tetrahydrofuran). Yields the product NC=1C=C(C(=O)NC2=C(C(=CC=C2)C)C)C=CC1 (3-amino-N-(2,3-dimethylphenyl)benzamide). RXN SMILES: [N+:1]([C:4]1[CH:5]=[C:6]([CH:18]=[CH:19][CH:20]=1)[C:7]([NH:9][C:10]1[CH:15]=[CH:14][CH:13]=[C:12]([CH3:16])[C:11]=1[CH3:17])=[O:8])([O-])=O.[H][H]>CO.O1CCCC1.[Pd]>[NH2:1][C:4]1[CH:5]=[C:6]([CH:18]=[CH:19][CH:20]=1)[C:7]([NH:9][C:10]1[CH:15]=[CH:14][CH:13]=[C:12]([CH3:16])[C:11]=1[CH3:17])=[O:8]. Procedure: To a solution of 1 (1 g) in 70 mL methanol and 30 mL of tetrahydrofuran was added 10% Pd/C (0.2 g) under nitrogen atmosphere. Hydrogen was applied to the mixture at 60 psi for 16 h. The mixture was filtered and concentrated in vacuo to obtain the product. NMR (300 MHz, CDCl3) δ 7.71 (1H, s), 7.55 (1H, d, J=9 Hz), 7.23 (1H, t, J=9 Hz), 7.19 (1H, s), 7.14 (1H, t, J=9 Hz), 7.04 (1H, d, J=9 Hz), 6.82 (1H, d, J=9 Hz), 3.84 (2H, b), 2.32 (3H, s), 2.20 (2H, s). The reactants are [BH4-].[Na+] (sodium borohydride), [Cl-].ClC1=COC2=C(C(N1CCCC=[N+]1CC=C(C=C1)C1=NC=CC=N1)=O)C=CC=C2 (3-chloro-4,5-dihydro-4-(4-(4-(2-pyrimidinyl)pyridinio-1-yl)butyl)-1,4-benzoxazepin-5-one chloride), resultant mixture. Solvent: C(C)O (ethanol). Yields the product ClC1=COC2=C(C(N1CCCCN1CC=C(CC1)C1=NC=CC=N1)=O)C=CC=C2 (3-chloro-4,5-dihydro-4-(4-(4-(2-pyrimidinyl)-1,2,5,6-tetrahydropyridin-1-yl)butyl)-1,4-benzoxazepin-5-one). As a reaction SMILES: [Cl-].[Cl:2][C:3]1[N:9]([CH2:10][CH2:11][CH2:12][CH:13]=[N+:14]2[CH:19]=[CH:18][C:17]([C:20]3[N:25]=[CH:24][CH:23]=[CH:22][N:21]=3)=[CH:16][CH2:15]2)[C:8](=[O:26])[C:7]2[CH:27]=[CH:28][CH:29]=[CH:30][C:6]=2[O:5][CH:4]=1.[BH4-].[Na+]>C(O)C>[Cl:2][C:3]1[N:9]([CH2:10][CH2:11][CH2:12][CH2:13][N:14]2[CH2:19][CH2:18][C:17]([C:20]3[N:21]=[CH:22][CH:23]=[CH:24][N:25]=3)=[CH:16][CH2:15]2)[C:8](=[O:26])[C:7]2[CH:27]=[CH:28][CH:29]=[CH:30][C:6]=2[O:5][CH:4]=1 |f:0.1,2.3|. Reported procedure: 560 mg of the compound of Example 24 was dissolved in 15 ml of ethanol, 98 mg (2 equivalents) of sodium borohydride was added under ice cooling, then the resultant mixture was agitated at room temperature for 10 minutes. Starting materials: C(=O)(C(F)(F)F)O (TFA), C(C)(C)(C)O[C@@H](C)[C@@H]1N(C(OC1)=O)C1=NC(=NC=C1)F ((R)-4-((S)-1-(tert-butoxy)ethyl)-3-(2-fluoropyrimidin-4-yl)oxazolidin-2-one). Solvent: C(Cl)Cl (DCM). Run at time 1 hour. Yields the product FC1=NC=CC(=N1)N1C(OC[C@@H]1[C@H](C)O)=O ((R)-3-(2-fluoropyrimidin-4-yl)-4-((S)-1-hydroxyethyl)oxazolidin-2-one). Isolated yield 94.9%. RXN SMILES: C([O:5][C@H:6]([C@H:8]1[CH2:12][O:11][C:10](=[O:13])[N:9]1[C:14]1[CH:19]=[CH:18][N:17]=[C:16]([F:20])[N:15]=1)[CH3:7])(C)(C)C.C(O)(C(F)(F)F)=O>C(Cl)Cl>[F:20][C:16]1[N:15]=[C:14]([N:9]2[C@@H:8]([C@@H:6]([OH:5])[CH3:7])[CH2:12][O:11][C:10]2=[O:13])[CH:19]=[CH:18][N:17]=1. Procedure: To a round bottom flask containing (R)-4-((S)-1-(tert-butoxy)ethyl)-3-(2-fluoropyrimidin-4-yl)oxazolidin-2-one (502 mg, 1.77 mmol) was added DCM (4 mL) and TFA (4 mL). Resulting reaction mixture stirred for 1 hr at room temperature. The volatiles were then removed and the residue neutralized with a saturated solution of NaHCO3. The aqueous mixture was extracted with EtOAc. Organic phases combined, washed with water, brine, dried (Na2SO4), filtered and concentrated to a colorless residue of (R)-3... Yield: 74.9%. As a reaction SMILES: C(OC([N:7]1[CH2:11][CH2:10][CH:9]([C:12]2[CH2:18][C@H:17]3[N:14]([C:15](=[O:22])[C@@H:16]3[C@H:19]([OH:21])[CH3:20])[C:13]=2[C:23]([O:25]CC=C)=[O:24])[CH2:8]1)=O)C=C.C1(P(C2C=CC=CC=2)C2C=CC=CC=2)C=CC=CC=1.CC1(C)CC(=O)CC(=O)C1>O1CCCC1.C(O)C.C1C=CC([P]([Pd]([P](C2C=CC=CC=2)(C2C=CC=CC=2)C2C=CC=CC=2)([P](C2C=CC=CC=2)(C2C=CC=CC=2)C2C=CC=CC=2)[P](C2C=CC=CC=2)(C2C=CC=CC=2)C2C=CC=CC=2)(C2C=CC=CC=2)C2C=CC=CC=2)=CC=1>[OH:21][C@@H:19]([C@H:16]1[C:15](=[O:22])[N:14]2[C@@H:17]1[CH2:18][C:12]([CH:9]1[CH2:10][CH2:11][NH:7][CH2:8]1)=[C:13]2[C:23]([OH:25])=[O:24])[CH3:20] |^1:69,71,90,109|. The reactants are C(C=C)OC(=O)N1CC(CC1)C1=C(N2C([C@@H]([C@H]2C1)[C@@H](C)O)=O)C(=O)OCC=C (allyl (5R,6S)-3-(1-allyloxycarbonylpyrrolidin-3-yl)-6-[(1R)-1-hydroxyethyl]-7-oxo-1-azabicyclo[3.2.0]hept-2-ene-2-carboxylate), C1(=CC=CC=C1)P(C1=CC=CC=C1)C1=CC=CC=C1 (triphenylphosphine), CC1(CC(CC(C1)=O)=O)C (5,5-dimethyl-1,3-cyclohexanedione). Reaction conditions: time 1 hour. Product: O[C@H](C)[C@@H]1[C@H]2CC(=C(N2C1=O)C(=O)O)C1CNCC1 ((5R,6S)-6-[(1R)-1-hydroxyethyl]-7-oxo-3-(pyrrolidin-3-yl)-1-azabicyclo[3.2.0]hept-2-ene-2-carboxylic acid). The solvent is O1CCCC1 (tetrahydrofuran), C(C)O (ethanol). Reagents/catalysts: C=1C=CC(=CC1)[P](C=2C=CC=CC2)(C=3C=CC=CC3)[Pd]([P](C=4C=CC=CC4)(C=5C=CC=CC5)C=6C=CC=CC6)([P](C=7C=CC=CC7)(C=8C=CC=CC8)C=9C=CC=CC9)[P](C=1C=CC=CC1)(C=1C=CC=CC1)C=1C=CC=CC1 (tetrakis(triphenylphosphine)palladium(0)). Procedure details: To a solution of allyl (5R,6S)-3-(1-allyloxycarbonylpyrrolidin-3-yl)-6-[(1R)-1-hydroxyethyl]-7-oxo-1-azabicyclo[3.2.0]hept-2-ene-2-carboxylate (0.94 g) in a mixture of tetrahydrofuran (14 ml) and ethanol (2 ml) were added successively triphenylphosphine (130 mg), 5,5-dimethyl-1,3-cyclohexanedione (dimedone) (0.66 g) and tetrakis(triphenylphosphine)palladium(0) (280 mg). Stirring at ambient temperature for 1 hour gave a precipitate, which was collected by filtration and washed with tetrahydrofura... The reactants are C(C)S(=O)(=O)CCNC(OC(C)(C)C)=O (tert-butyl 2-(ethylsulfonyl)ethylcarbamate), Cl.C(C)(=O)OCC (hydrochloric acid•ethyl acetate). The solvent is C(C)(=O)OCC (ethyl acetate). The product is Cl.C(C)S(=O)(=O)CCN (2-(ethylsulfonyl)ethylamine hydrochloride). The yield is 69.0%. RXN SMILES: [CH2:1]([S:3]([CH2:6][CH2:7][NH:8]C(=O)OC(C)(C)C)(=[O:5])=[O:4])[CH3:2].[ClH:16].C(OCC)(=O)C>C(OCC)(=O)C>[ClH:16].[CH2:1]([S:3]([CH2:6][CH2:7][NH2:8])(=[O:5])=[O:4])[CH3:2] |f:1.2,4.5|. Reported procedure: To a mixture of tert-butyl 2-(ethylsulfonyl)ethylcarbamate (1.5 g) and ethyl acetate (15 mL) was added dropwise 4N hydrochloric acid•ethyl acetate solution (4 mL) with stirring under ice-cooling. The mixture was stirred at room temperature for 4 hrs., and the precipitated crystals were collected by filtration and washed with ethyl acetate to give 2-(ethylsulfonyl)ethylamine hydrochloride as crystals. (0.76 g, yield 69%). Recrystallization from ethanol gave colorless prism crystals. melting point... Starting materials: CCCN, CN(C)C=O, O=C1c2c(Cl)cccc2-n2cnc(-c3noc(CCl)n3)c2C2CCN12. The product is CCCNCc1nc(-c2ncn3c2C2CCN2C(=O)c2c(Cl)cccc2-3)no1. As a reaction SMILES: [CH3:26][CH2:27][CH2:28][NH2:29].[CH3:30][N:31]([CH3:32])[CH:33]=[O:34].[Cl:1][c:2]1[cH:3][cH:4][cH:5][c:6]2[c:7]1[C:8](=[O:25])[N:9]1[CH:10]([c:11]3[n:12]-2[cH:13][n:14][c:15]3-[c:16]2[n:17][o:18][c:19]([CH2:21][Cl:22])[n:20]2)[CH2:23][CH2:24]1>>[Cl:1][c:2]1[cH:3][cH:4][cH:5][c:6]2[c:7]1[C:8](=[O:25])[N:9]1[CH:10]([c:11]3[n:12]-2[cH:13][n:14][c:15]3-[c:16]2[n:17][o:18][c:19]([CH2:21][NH:29][CH2:28][CH2:27][CH3:26])[n:20]2)[CH2:23][CH2:24]1. Reactants: Cl.N[C@@H]1[C@H](C[C@H](CC1)NC(=O)C1=C(NC2=C1N=CN=C2C2=C(C=CC(=C2)C(F)F)OCC2CC2)C)F (N-[(1S*,3S*,4S*)-4-amino-3-fluorocyclohexyl]-4-[2-(cyclopropylmethoxy)-5-(difluoromethyl)phenyl]-6-methyl-5H-pyrrolo[3,2-d]pyrimidine-7-carboxamide hydrochloride), C(C)(=O)Cl (acetyl chloride). The product is C(C)(=O)N[C@@H]1[C@H](C[C@H](CC1)NC(=O)C1=C(NC2=C1N=CN=C2C2=C(C=CC(=C2)C(F)F)OCC2CC2)C)F (N-[(1S*,3S*,4S*)-4-(Acetylamino)-3-fluorocyclohexyl]-4-[2-(cyclopropylmethoxy)-5-(difluoromethyl)phenyl]-6-methyl-5H-pyrrolo[3,2-d]pyrimidine-7-carboxamide). Reaction SMILES: Cl.[NH2:2][C@H:3]1[CH2:8][CH2:7][C@H:6]([NH:9][C:10]([C:12]2[C:16]3[N:17]=[CH:18][N:19]=[C:20]([C:21]4[CH:26]=[C:25]([CH:27]([F:29])[F:28])[CH:24]=[CH:23][C:22]=4[O:30][CH2:31][CH:32]4[CH2:34][CH2:33]4)[C:15]=3[NH:14][C:13]=2[CH3:35])=[O:11])[CH2:5][C@@H:4]1[F:36].[C:37](Cl)(=[O:39])[CH3:38]>>[C:37]([NH:2][C@H:3]1[CH2:8][CH2:7][C@H:6]([NH:9][C:10]([C:12]2[C:16]3[N:17]=[CH:18][N:19]=[C:20]([C:21]4[CH:26]=[C:25]([CH:27]([F:29])[F:28])[CH:24]=[CH:23][C:22]=4[O:30][CH2:31][CH:32]4[CH2:33][CH2:34]4)[C:15]=3[NH:14][C:13]=2[CH3:35])=[O:11])[CH2:5][C@@H:4]1[F:36])(=[O:39])[CH3:38] |f:0.1|. Procedure details: Starting from N-[(1S*,3S*,4S*)-4-amino-3-fluorocyclohexyl]-4-[2-(cyclopropylmethoxy)-5-(difluoromethyl)phenyl]-6-methyl-5H-pyrrolo[3,2-d]pyrimidine-7-carboxamide hydrochloride (example D.f62) and commercially available acetyl chloride the title compound is obtained as colorless solid. Starting materials: compound ( 1 ), C1(=CC=CC=C1)N(C1=CC=C(C=O)C=C1)C1=CC=CC=C1 (4-(diphenylamino)benzaldehyde), [BH4-].[Na+] (NaBH4). Solvent: C(C)O (ethanol), aqueous solution, [OH-].[Na+] (NaOH). The product is C1(=CC=CC=C1)N(C1=CC=C(C=C1)CO)C1=CC=CC=C1 ([4-(diphenylamino)phenyl]methanol). Yield: 92.0%. RXN SMILES: [C:1]1([N:7]([C:16]2[CH:21]=[CH:20][CH:19]=[CH:18][CH:17]=2)[C:8]2[CH:15]=[CH:14][C:11]([CH:12]=[O:13])=[CH:10][CH:9]=2)[CH:6]=[CH:5][CH:4]=[CH:3][CH:2]=1.[BH4-].[Na+]>C(O)C.[OH-].[Na+]>[C:1]1([N:7]([C:16]2[CH:21]=[CH:20][CH:19]=[CH:18][CH:17]=2)[C:8]2[CH:15]=[CH:14][C:11]([CH2:12][OH:13])=[CH:10][CH:9]=2)[CH:6]=[CH:5][CH:4]=[CH:3][CH:2]=1 |f:1.2,4.5|. Reported procedure: The compound (1) obtained in Example 1-1, that is, 4-(diphenylamino)benzaldehyde, (4.2 g) was dissolved in 50 mL of ethanol and a solution prepared by dissolving 0.29 g of NaBH4 in 0.1 M aqueous solution of NaOH (15 mL) was slowly added thereto. The reactant solution was reacted at room temperature for 4 hours. An organic layer was separated from the reactant solution using methylene chloride and recrystallized in a methylene chloride/hexane solvent, yielding 92% of a white solid. Data of NMR sp...